describe an organic reaction: reactants, conditions, products, and yield From a dataset of the Open Reaction Database (ORD), a public repository of structured organic reaction records. Product: S[C@H]1C[C@H](N(C1)C(=O)OCC1=CC=C(C=C1)[N+](=O)[O-])C(=O)N1C[C@H](CC1)NC(=O)OCC1=CC=C(C=C1)[N+](=O)[O-] ((2S,4S)-4-mercapto-2-[(3S)-3-(4-nitrobenzyloxycarbonyl)aminopyrrolidin-1-ylcarbonyl]-1-(4-nitrobenzyloxycarbonyl)pyrrolidine). Procedure details: 12 ml of trifluoroacetic acid and 0.38 ml of trifluoromethanesulfonic acid were added to a suspension of 1.47 g of (2S,4S)-4-(4-methoxybenzylthio)-2-[(3S)-3-(4-nitrobenzyloxycarbonyl)aminopyrrolidin-1-ylcarbonyl]-1-(4-nitrobenzyloxycarbonyl)pyrrolidine [prepared as described in step (i) above] in 2.3 ml of anisole, and the resulting mixture was stirred at room temperature for 2 hours. At the end of this time, the solvent was removed by distillation under reduced pressure, and the residue was was... Solvent: C1(=CC=CC=C1)OC (anisole), C(C)(=O)OCC (ethyl acetate). The reactants are FC(C(=O)O)(F)F (trifluoroacetic acid), FC(S(=O)(=O)O)(F)F (trifluoromethanesulfonic acid), COC1=CC=C(CS[C@H]2C[C@H](N(C2)C(=O)OCC2=CC=C(C=C2)[N+](=O)[O-])C(=O)N2C[C@H](CC2)NC(=O)OCC2=CC=C(C=C2)[N+](=O)[O-])C=C1 ((2S,4S)-4-(4-methoxybenzylthio)-2-[(3S)-3-(4-nitrobenzyloxycarbonyl)aminopyrrolidin-1-ylcarbonyl]-1-(4-nitrobenzyloxycarbonyl)pyrrolidine). Isolated yield 103.7%. RXN SMILES: FC(F)(F)C(O)=O.FC(F)(F)S(O)(=O)=O.COC1C=CC(C[S:23][C@@H:24]2[CH2:28][N:27]([C:29]([O:31][CH2:32][C:33]3[CH:38]=[CH:37][C:36]([N+:39]([O-:41])=[O:40])=[CH:35][CH:34]=3)=[O:30])[C@H:26]([C:42]([N:44]3[CH2:48][CH2:47][C@H:46]([NH:49][C:50]([O:52][CH2:53][C:54]4[CH:59]=[CH:58][C:57]([N+:60]([O-:62])=[O:61])=[CH:56][CH:55]=4)=[O:51])[CH2:45]3)=[O:43])[CH2:25]2)=CC=1>C1(OC)C=CC=CC=1.C(OCC)(=O)C>[SH:23][C@@H:24]1[CH2:28][N:27]([C:29]([O:31][CH2:32][C:33]2[CH:38]=[CH:37][C:36]([N+:39]([O-:41])=[O:40])=[CH:35][CH:34]=2)=[O:30])[C@H:26]([C:42]([N:44]2[CH2:48][CH2:47][C@H:46]([NH:49][C:50]([O:52][CH2:53][C:54]3[CH:55]=[CH:56][C:57]([N+:60]([O-:62])=[O:61])=[CH:58][CH:59]=3)=[O:51])[CH2:45]2)=[O:43])[CH2:25]1. Run at time 2 hour. Starting materials: COCCOC1CCNCC1 (4-(2-Methoxy-ethoxy)-piperidine), BrCC#N (bromoacetonitrile). Yields the product COCCOC1CCN(CC1)CC#N (2-[4-(2-Methoxy-ethoxy)-piperidin-1-yl]-acetonitrile). RXN SMILES: [CH3:1][O:2][CH2:3][CH2:4][O:5][CH:6]1[CH2:11][CH2:10][NH:9][CH2:8][CH2:7]1.Br[CH2:13][C:14]#[N:15]>>[CH3:1][O:2][CH2:3][CH2:4][O:5][CH:6]1[CH2:11][CH2:10][N:9]([CH2:13][C:14]#[N:15])[CH2:8][CH2:7]1. Procedure details: The title compound is synthesized by coupling of 4-(2-Methoxy-ethoxy)-piperidine (commercially available from ChemBridge Corporation) and bromoacetonitrile analogously to the preparation of intermediate 149.2 as a colorless oil; ES-MS: M+=199.2; 1HNMR(DMSO-d6) 3.65 (s, 2H), 3.50 (dd, 2H), 3.40 (dd, 2H), 3.30-3.25 (m, 1H), 3.20 (s, 3H), 2.70-2.60 (m, 2H), 2.25-2.20 (m, 2H), 1.85-1.80 (m, 2H), 1.50-1.40 (m, 2H). The reactants are O=C1NC2=CC(=CC=C2C12CCN(CC2)C(=O)OC(C)(C)C)B2OC(C(O2)(C)C)(C)C (tert-butyl 2-oxo-6-(4,4,5,5-tetramethyl-1,3,2-dioxaborolan-2-yl)spiro[indoline-3,4′-piperidine]-1′-carboxylate), BrC=1C=CC2=C(NC(OC2(C)C)=O)C1 (7-bromo-4,4-dimethyl-1H-benzo[d][1,3]oxazin-2(4H)-one). The product is CC1(C2=C(NC(O1)=O)C=C(C=C2)B2OC(C(O2)(C)C)(C)C)C (4,4-dimethyl-7-(4,4,5,5-tetramethyl-1,3,2-dioxaborolan-2-yl)-1H-benzo[d][1,3]oxazin-2 (4H)-one). RXN SMILES: O=C1C2(CCN(C(OC(C)(C)C)=O)CC2)[C:9]2[C:4](=[CH:5][C:6]([B:23]3[O:27][C:26]([CH3:29])([CH3:28])[C:25]([CH3:31])([CH3:30])[O:24]3)=[CH:7][CH:8]=2)[NH:3]1.BrC1C=C[C:36]2[C:41](C)([CH3:42])[O:40][C:39](=[O:44])NC=2C=1>>[CH3:36][C:41]1([CH3:42])[O:40][C:39](=[O:44])[NH:3][C:4]2[CH:5]=[C:6]([B:23]3[O:24][C:25]([CH3:31])([CH3:30])[C:26]([CH3:28])([CH3:29])[O:27]3)[CH:7]=[CH:8][C:9]1=2. Procedure: Following the procedure described for intermediate 7.33 (Step 2), starting from 7-bromo-4,4-dimethyl-1H-benzo[d][1,3]oxazin-2(4H)-one 7.37 (60 mg), 77 mg of 4,4-dimethyl-7-(4,4,5,5-tetramethyl-1,3,2-dioxaborolan-2-yl)-1H-benzo[d][1,3]oxazin-2 (4H)-one 7.39 was obtained. LCMS [M+H]+: 304.19. The reactants are O=C1CCC(=O)N1Br, C1CCOC1, COC(=O)c1ccc(O)c(F)c1, CCOC(C)=O. Yields the product COC(=O)c1cc(F)c(O)c(Br)c1. As a reaction SMILES: [Br:13][N:14]1[C:15](=[O:16])[CH2:17][CH2:18][C:19]1=[O:20].[CH2:21]1[O:22][CH2:23][CH2:24][CH2:25]1.[CH3:1][O:2][C:3]([c:4]1[cH:5][c:6]([F:11])[c:7]([OH:10])[cH:8][cH:9]1)=[O:12].[CH3:26][CH2:27][O:28][C:29](=[O:30])[CH3:31]>>[CH3:1][O:2][C:3]([c:4]1[cH:5][c:6]([F:11])[c:7]([OH:10])[c:8]([Br:13])[cH:9]1)=[O:12]. Reactants: CN1C(=CC=C1)C(=O)C1CCC(C=2N1C=C(C2)C)C(=O)OC(C)C (isopropyl 5-(N-methyl-2-pyrroyl)-2-methyl-5,6,7,8-tetrahydropyrrolo[1,2-a]pyridine-8-carboxylate), CO (methanol), C([O-])([O-])=O.[K+].[K+] (potassium carbonate). The solvent is O (water). Yields the product CN1C(=CC=C1)C(=O)C1CCC(C=2N1C=C(C2)C)C(=O)O (5-(N-methyl-2-pyrroyl)-2-methyl-5,6,7,8-tetrahydropyrrolo[1,2-a]pyridine-8-carboxylic acid). Reaction SMILES: [CH3:1][N:2]1[CH:6]=[CH:5][CH:4]=[C:3]1[C:7]([CH:9]1[N:14]2[CH:15]=[C:16]([CH3:18])[CH:17]=[C:13]2[CH:12]([C:19]([O:21]C(C)C)=[O:20])[CH2:11][CH2:10]1)=[O:8].CO.C(=O)([O-])[O-].[K+].[K+]>O>[CH3:1][N:2]1[CH:6]=[CH:5][CH:4]=[C:3]1[C:7]([CH:9]1[N:14]2[CH:15]=[C:16]([CH3:18])[CH:17]=[C:13]2[CH:12]([C:19]([OH:21])=[O:20])[CH2:11][CH2:10]1)=[O:8] |f:2.3.4|. Procedure details: A solution of 328 mg. of isopropyl 5-(N-methyl-2-pyrroyl)-2-methyl-5,6,7,8-tetrahydropyrrolo[1,2-a]pyridine-8-carboxylate in 5 ml. of methanol is treated with a solution of 0.28 g. of potassium carbonate in 5 ml. of water. The reaction mixture is refluxed under nitrogen atmosphere for 3 hours, cooled, and evaporated to dryness. The residue is taken up in 50 ml. of water, cooled to 0°, made acidic with 10% hydrochloric acid and the resultant mixture extracted with ethyl acetate (3×50 ml.). The co... Reactants: C(C1=CC=CC=C1)(=O)CCCCCCCCC(=O)O (9-benzoylnonanoic acid), [H][H] (hydrogen), C(C)(=O)O (acetic acid). The reagents and catalysts are [Pd] (palladium-on-charcoal). The solvent is Cl (hydrochloric acid). Product: C1(=CC=CC=C1)CCCCCCCCCC(=O)OCC (ethyl 10-phenyldecanoate). Reaction SMILES: [C:1]([CH2:9][CH2:10][CH2:11][CH2:12][CH2:13][CH2:14][CH2:15][CH2:16][C:17]([OH:19])=[O:18])(=O)[C:2]1[CH:7]=[CH:6][CH:5]=[CH:4][CH:3]=1.[H][H].[C:22](O)(=O)[CH3:23]>Cl.[Pd]>[C:2]1([CH2:1][CH2:9][CH2:10][CH2:11][CH2:12][CH2:13][CH2:14][CH2:15][CH2:16][C:17]([O:19][CH2:22][CH3:23])=[O:18])[CH:7]=[CH:6][CH:5]=[CH:4][CH:3]=1. Procedure details: A solution of 26.15 g of 9-benzoylnonanoic acid in 260 ml of glacial acetic acid and 1 ml of 0.1N hydrochloric acid is hydrogenated (normal pressure) at 30°-35° C. with 2.6 g of palladium-on-charcoal (5% by weight) as catalyst. When no more hydrogen is taken up, the mixture is filtered and the filtrate is evaporated under reduced pressure. The residue is dissolved in 200 ml of ethanol and 2 ml of concentrated sulfuric acid and the solution is refluxed for 22 hours. The solvent is evaporated off ...